This data is from the Open Reaction Database (ORD), a public repository of structured organic reaction records. The task is: describe an organic reaction: reactants, conditions, products, and yield Starting materials: Fc1cc(Br)ccc1CBr, CN(C)C=O, CCOC(=O)Cn1c(=O)[nH]c(=O)c2ccc(Cl)cc21, Cl, [H-], [Na+]. Yields the product CCOC(=O)Cn1c(=O)n(Cc2ccc(Br)cc2F)c(=O)c2ccc(Cl)cc21. As a reaction SMILES: [Br:22][c:23]1[cH:24][c:25]([F:31])[c:26]([CH2:27][Br:28])[cH:29][cH:30]1.[CH3:33][N:34]([CH3:35])[CH:36]=[O:37].[Cl:1][c:2]1[cH:3][cH:4][c:5]2[c:6](=[O:19])[nH:7][c:8](=[O:18])[n:9]([CH2:12][C:13](=[O:14])[O:15][CH2:16][CH3:17])[c:10]2[cH:11]1.[ClH:32].[H-:20].[Na+:21]>>[Cl:1][c:2]1[cH:3][cH:4][c:5]2[c:6](=[O:19])[n:7]([CH2:27][c:26]3[c:25]([F:31])[cH:24][c:23]([Br:22])[cH:30][cH:29]3)[c:8](=[O:18])[n:9]([CH2:12][C:13](=[O:14])[O:15][CH2:16][CH3:17])[c:10]2[cH:11]1. Starting materials: CCCCCCCCO, ClCC1CO1. The product is CCCCCCCCOCC1CO1. RXN SMILES: [CH2:6]([CH2:7][CH2:8][CH2:9][CH2:10][CH2:11][CH2:12][CH3:13])[OH:14].[Cl:1][CH2:2][CH:3]1[CH2:4][O:5]1>>[CH2:2]([CH:3]1[CH2:4][O:5]1)[O:14][CH2:6][CH2:7][CH2:8][CH2:9][CH2:10][CH2:11][CH2:12][CH3:13]. Starting materials: C(=O)C=1C(=NN(C1C1=CC=CC=C1)C1=CC=C(C=C1)S(=O)(=O)N)C(F)(F)F (4-[4-formyl-5-phenyl-3-(trifluoromethyl)-1H-pyrazol-1-yl]benzenesulfonamide), [BH4-].[Na+] (sodium borohydride). Run in CO (methanol). Reaction conditions: time 2.5 hour. Product: OCC=1C(=NN(C1C1=CC=CC=C1)C1=CC=C(C=C1)S(=O)(=O)N)C(F)(F)F (4-[4-hydroxymethyl-5-phenyl-3-(trifluoromethyl)-1H-pyrazol-1-yl]benzenesulfonamide). The yield is 22.1%. RXN SMILES: [CH:1]([C:3]1[C:4]([C:24]([F:27])([F:26])[F:25])=[N:5][N:6]([C:14]2[CH:19]=[CH:18][C:17]([S:20]([NH2:23])(=[O:22])=[O:21])=[CH:16][CH:15]=2)[C:7]=1[C:8]1[CH:13]=[CH:12][CH:11]=[CH:10][CH:9]=1)=[O:2].[BH4-].[Na+]>CO>[OH:2][CH2:1][C:3]1[C:4]([C:24]([F:25])([F:27])[F:26])=[N:5][N:6]([C:14]2[CH:19]=[CH:18][C:17]([S:20]([NH2:23])(=[O:21])=[O:22])=[CH:16][CH:15]=2)[C:7]=1[C:8]1[CH:13]=[CH:12][CH:11]=[CH:10][CH:9]=1 |f:1.2|. Procedure details: To a solution of the aldehyde prepared in Step 2 (165 mg, 0.41 mmol) in methanol (3.5 mL) at 0° C. was added sodium borohydride (16 mg, 0.41 mmol). The reaction solution was kept at 0° C. for 2.5 hours. The reaction was quenched with the addition of an aqueous 1M KHSO4 solution (3 mL). The mixture was extracted with dichloromethane and the organic solution dried and concentrated. The residue was chromatographed on silica (1:1 hexane:ethyl acetate) to give the desired product (36 mg, 46%): m.p. 1... The reactants are [Cl-].N1(CCOCC1)C(C[N+]1=CC=CC2=CC=CC=C12)=O (1-(2-Morpholin-4-yl-2-oxo-ethyl)-quinolinium chloride), ClCC(=O)N1CCOCC1 (2-chloro-1-morpholin-4-yl-ethanone), N1=CC=CC2=CC=CC=C12 (quinoline). The solvent is C(C)#N (acetonitrile). Product: C(#N)C=1C=C(N2C1C=CC1=CC=CC=C21)C(=O)N2CCOCC2 (3-Cyano-1-(morpholine-4-carbonyl)-pyrrolo[1,2-a]quinoline). Isolated yield 29.0%. Reaction SMILES: [Cl-].[N:2]1([C:8](=[O:20])[CH2:9][N+:10]2[C:19]3[C:14](=[CH:15][CH:16]=[CH:17][CH:18]=3)[CH:13]=[CH:12][CH:11]=2)[CH2:7][CH2:6][O:5][CH2:4][CH2:3]1.ClCC(N1CCOCC1)=O.[N:31]1C2C(=CC=CC=2)[CH:34]=[CH:33][CH:32]=1>C(#N)C>[C:32]([C:33]1[CH:34]=[C:9]([C:8]([N:2]2[CH2:7][CH2:6][O:5][CH2:4][CH2:3]2)=[O:20])[N:10]2[C:19]3[C:14](=[CH:15][CH:16]=[CH:17][CH:18]=3)[CH:13]=[CH:12][C:11]=12)#[N:31] |f:0.1|. Procedure: 1-(2-Morpholin-4-yl-2-oxo-ethyl)-quinolinium chloride: A stirred solution of 2-chloro-1-morpholin-4-yl-ethanone (1.02 g, 6.23 mmol), quinoline (700 μL, 5.91 mmol) and acetonitrile (15.0 mL) was refluxed at 96° C. for 6 h under argon. The solution was equilibrated to room temperature and the precipitate was filtered on a Buchner funnel. The solid was dried in vacuo to yield 349 mg (29%) of the title compound. 1H NMR (DMSO-d6): 9.58 (d, J=6.0 Hz, 1H), 9.42 (d, J=8.1 Hz, 1H), 8.53 (d, J=7.8 Hz, 1H)... The reactants are O1CCN(CC1)CCCO (3-morpholinopropanol), ON1C(C=2C(C1=O)=CC=CC2)=O (N-hydroxyphthalimide), C1(=CC=CC=C1)P(C1=CC=CC=C1)C1=CC=CC=C1 (triphenylphosphine), N(=NC(=O)[O-])C(=O)OCC (ethyl azodicarboxylate). Run in O1CCCC1 (tetrahydrofuran). Reaction conditions: temperature 20 celsius, time 18 hour. Yields the product O1CCN(CC1)CCCON1C(C=2C(C1=O)=CC=CC2)=O (N-(3-Morpholinopropoxy)phthalimide). The yield is 28.8%. RXN SMILES: [O:1]1[CH2:6][CH2:5][N:4]([CH2:7][CH2:8][CH2:9][OH:10])[CH2:3][CH2:2]1.O[N:12]1[C:16](=[O:17])[C:15]2=[CH:18][CH:19]=[CH:20][CH:21]=[C:14]2[C:13]1=[O:22].C1(P(C2C=CC=CC=2)C2C=CC=CC=2)C=CC=CC=1.N(C(OCC)=O)=NC([O-])=O>O1CCCC1>[O:1]1[CH2:6][CH2:5][N:4]([CH2:7][CH2:8][CH2:9][O:10][N:12]2[C:13](=[O:22])[C:14]3=[CH:21][CH:20]=[CH:19][CH:18]=[C:15]3[C:16]2=[O:17])[CH2:3][CH2:2]1. Procedure: N-(3-Morpholinopropoxy)phthalimide may be obtained in the following manner: solution of 3-morpholinopropanol (27.5 g), N-hydroxyphthalimide (30.2 g) and triphenylphosphine (47.2 g) in tetrahydrofuran (400 cc) is cooled to a temperature in the region of 0° C. and ethyl azodicarboxylate (37.65 g) is added in the course of 1 hour 30 minutes. The solution obtained is stirred at a temperature in the region of 20° C. for 18 hours and is then concentrated to dryness under reduced pressure (20 mm Hg; 2.... Reactants: hydroxyalkylated ethylenediamines, OC(CN(CCN(CC(C)O)CC(C)O)CC(C)O)C (N,N,N′,N′-tetrakis-(2-hydroxypropyl)ethylenediamine), OCCN(CCN(CCO)CCO)CCO (N,N,N′,N′-tetrakis-(hydroxyethyl)ethylenediamine). The product is OC(CNCCN(CC(C)O)CC(C)O)C (N,N′,N′-tris(2-hydroxypropyl)ethylenediamine). Reaction SMILES: [OH:1][CH:2]([CH3:20])[CH2:3][N:4]([CH2:16][CH:17]([OH:19])[CH3:18])[CH2:5][CH2:6][N:7](CC(O)C)[CH2:8][CH:9]([OH:11])[CH3:10].OCCN(CCO)CCN(CCO)CCO>>[OH:11][CH:9]([CH3:10])[CH2:8][NH:7][CH2:6][CH2:5][N:4]([CH2:16][CH:17]([OH:19])[CH3:18])[CH2:3][CH:2]([OH:1])[CH3:20]. Procedure: Examples of suitable hydroxyalkylated ethylenediamines include, but are not limited to N,N,N′,N′-tetrakis-(2-hydroxypropyl)ethylenediamine and N,N,N′,N′-tetrakis-(hydroxyethyl)ethylenediamine. N-hydroxyethyl, N,N′,N′-tris(2-hydroxypropyl)ethylenediamine, and combinations of two or more thereof will not give solid. Preferably the hydroxyalkylated ethylenediamine is N,N,N′,N′-tetrakis-(2-hydroxypropyl)ethylenediamine or N,N,N′,N′-tetrakis-(hydroxyethyl)ethylenediamine. The hydroxyalkylated ethylen... Reactants: NC1=C(C(=O)OC)C=CC(=C1)C(=O)OC (Methyl 2-amino-4-carbomethoxybenzoate), [Li+].[B-](CC)(CC)CC (Super-hydride). Solvent: C1CCOC1 (THF). Yields the product NC1=C(C(=O)OC)C=CC(=C1)CO (methyl 2-amino-4-hydroxymethylbenzoate). Reaction SMILES: [NH2:1][C:2]1[CH:11]=[C:10]([C:12](OC)=[O:13])[CH:9]=[CH:8][C:3]=1[C:4]([O:6][CH3:7])=[O:5].[Li+].[B-](CC)(CC)CC>C1COCC1>[NH2:1][C:2]1[CH:11]=[C:10]([CH2:12][OH:13])[CH:9]=[CH:8][C:3]=1[C:4]([O:6][CH3:7])=[O:5] |f:1.2,^1:16|. Procedure: Methyl 2-amino-4-carbomethoxybenzoate (12, 4.0 g, 19.0 mmol) was dissolved in dry THF and cooled in a dry ice-acetone bath under an inert atmosphere. Super-hydride (65 mL, 1.0M) was added slowly by syringe over a period of 1 h. A small aliquot of the solution was quenched with water and purified on a silica gel column to yield methyl 2-amino-4-hydroxymethylbenzoate as a white solid: mp. 100°- 102° C. 1H NMR (CDCl3) δ 3.82 (s, 3 H, CH3), 4.64 (s, 2 H, CH2), 5.82 (br s, 2 H, NH2), 6.58 (d, J=8.1 H... Starting materials: N(=O)[O-].[Na+] (NaNO2), NC=1C=C(C(=O)O)C=CC1N (3,4-diaminobenzoic acid), S(O)(O)(=O)=O (sulphuric acid). Run in CC(=O)O (AcOH). Conditions: temperature 5 celsius, time 90 minute. The product is N1N=NC2=C1C=C(C=C2)C(=O)O (1H-benzo[d][1,2,3]triazole-6-carboxylic Acid). The yield is 84.1%. As a reaction SMILES: [NH2:1][C:2]1[CH:3]=[C:4]([CH:8]=[CH:9][C:10]=1[NH2:11])[C:5]([OH:7])=[O:6].[N:12]([O-])=O.[Na+].S(=O)(=O)(O)O>CC(O)=O>[NH:1]1[C:2]2[CH:3]=[C:4]([C:5]([OH:7])=[O:6])[CH:8]=[CH:9][C:10]=2[N:11]=[N:12]1 |f:1.2|. Reported procedure: 3,4-diaminobenzoic acid (5 g, 32.8 mmol) was dissolved in AcOH (30 ml) and this mixture cooled to 5° C. To this mixture NaNO2 solution (2.7 g in 8 ml water) was added followed by 2 ml sulphuric acid. Reaction mixture was allowed to stir for 90 mins. After that, reaction mixture quenched with ice and solid that obtained was filtered and washed with water to obtain the title compound (4.5 g) as a brown solid. Starting materials: COC1=CC(=CC=2N=C(OC21)C)C(=O)OC (Methyl 7-methoxy-2-methyl-1,3-benzoxazole-5-carboxylate), [OH-].[Li+] (lithium hydroxide). The product is OC1=CC(=CC=2N=C(OC21)C)C(=O)O (7-hydroxy-2-methyl-1,3-benzoxazole-5-carboxylic acid). Procedure: Methyl 7-methoxy-2-methyl-1,3-benzoxazole-5-carboxylate (365 mg) was dissolved in 16 mL ethanol and 3.3 mL of 1 M lithium hydroxide was added. Reaction was heated at 60° C. overnight. Volatiles were removed under vacuum and the residue dissolved in water and acidified with 1 M HCl to pH3. Collected the tan solid by filtration and washed with water. Air dried to yield 221 mg (65%) of 7-hydroxy-2-methyl-1,3-benzoxazole-5-carboxylic acid LC/MS=208 (M+H). Conditions: temperature 60 celsius. Reaction SMILES: C[O:2][C:3]1[C:11]2[O:10][C:9]([CH3:12])=[N:8][C:7]=2[CH:6]=[C:5]([C:13]([O:15]C)=[O:14])[CH:4]=1.[OH-].[Li+]>C(O)C>[OH:2][C:3]1[C:11]2[O:10][C:9]([CH3:12])=[N:8][C:7]=2[CH:6]=[C:5]([C:13]([OH:15])=[O:14])[CH:4]=1 |f:1.2|. Solvent: C(C)O (ethanol). Yield: 69.3%.